Dataset: the Open Reaction Database (ORD), a public repository of structured organic reaction records. Task: describe an organic reaction: reactants, conditions, products, and yield Reactants: COC1(c2ccc(Br)c(Cc3ccc4c(c3)OCCO4)c2)OC(CO)C(O)C(O)C1O, CC#N, CC[SiH](CC)CC, ClCCl. Product: OCC1OC(c2ccc(Br)c(Cc3ccc4c(c3)OCCO4)c2)C(O)C(O)C1O. Reaction SMILES: [Br:1][c:2]1[c:3]([CH2:21][c:22]2[cH:23][c:24]3[c:25]([cH:30][cH:31]2)[O:26][CH2:27][CH2:28][O:29]3)[cH:4][c:5]([C:8]2([O:19][CH3:20])[O:9][CH:10]([CH2:17][OH:18])[CH:11]([OH:16])[CH:12]([OH:15])[CH:13]2[OH:14])[cH:6][cH:7]1.[C:42](#[N:43])[CH3:44].[CH2:32]([SiH:33]([CH2:34][CH3:35])[CH2:36][CH3:37])[CH3:38].[Cl:39][CH2:40][Cl:41]>>[Br:1][c:2]1[c:3]([CH2:21][c:22]2[cH:23][c:24]3[c:25]([cH:30][cH:31]2)[O:26][CH2:27][CH2:28][O:29]3)[cH:4][c:5]([CH:8]2[O:9][CH:10]([CH2:17][OH:18])[CH:11]([OH:16])[CH:12]([OH:15])[CH:13]2[OH:14])[cH:6][cH:7]1. Reactants: Cc1csc2c(O)ccnc12, ClCCCl, O=P(Cl)(Cl)Cl. The product is Cc1csc2c(Cl)ccnc12. As a reaction SMILES: [CH3:6][c:7]1[cH:8][s:9][c:10]2[c:11]1[n:12][cH:13][cH:14][c:15]2[OH:16].[Cl:17][CH2:18][CH2:19][Cl:20].[P:1]([Cl:2])([Cl:3])([Cl:4])=[O:5]>>[Cl:3][c:15]1[c:10]2[s:9][cH:8][c:7]([CH3:6])[c:11]2[n:12][cH:13][cH:14]1. The reactants are O1CCCC=C1 (dihydropyran), BrC1=C(C(=C(C(=C1O)Br)Br)C(C)(C)C1=CC=C(C=C1)O)Br (tetrabromobisphenol A), C([O-])([O-])=O.[K+].[K+] (potassium carbonate). Run in C1CCOC1 (THF). Product: O1C(CCCC1)OC1=C(C(=C(C(=C1Br)Br)C(C)(C)C1=CC=C(C=C1)OC1OCCCC1)Br)Br (Tetrabromobisphenol A bis-tetrahydropyranyl ether). As a reaction SMILES: [Br:1][C:2]1[C:7]([OH:8])=[C:6]([Br:9])[C:5]([Br:10])=[C:4]([C:11]([C:14]2[CH:19]=[CH:18][C:17]([OH:20])=[CH:16][CH:15]=2)([CH3:13])[CH3:12])[C:3]=1[Br:21].[O:22]1[CH:27]=[CH:26][CH2:25][CH2:24][CH2:23]1.[C:28](=[O:31])([O-])[O-].[K+].[K+]>C1COCC1>[O:22]1[CH2:23][CH2:24][CH2:25][CH2:26][CH:27]1[O:8][C:7]1[C:2]([Br:1])=[C:3]([Br:21])[C:4]([C:11]([C:14]2[CH:19]=[CH:18][C:17]([O:20][CH:4]3[CH2:3][CH2:2][CH2:7][CH2:28][O:31]3)=[CH:16][CH:15]=2)([CH3:13])[CH3:12])=[C:5]([Br:10])[C:6]=1[Br:9] |f:2.3.4|. Reported procedure: 56.6 g of tetrabromobisphenol A are dissolved in 50 ml of THF. After addition of 17.5 g of dihydropyran and 0.25 g of Amberlyst, the mixture is refluxed for 3 hours, cooled, neutralized by addition of 5 g of potassium carbonate, stirred for a further hour, filtered and evaporated to dryness: oil. NMR: 7.27 ppm (arom.), 6.0 ppm (t, acetal), 1.57 ppm (methyl). Starting materials: CC#N, CN1CCC(Oc2cc(Oc3ccc(C(=O)N4CCC4)cc3)cc(C(=O)Nc3ccn(C(=O)OC(C)(C)C)n3)c2)C1=O. The product is CN1CCC(Oc2cc(Oc3ccc(C(=O)N4CCC4)cc3)cc(C(=O)Nc3cc[nH]n3)c2)C1=O. RXN SMILES: [CH3:43][C:44]#[N:45].[N:1]1([C:5](=[O:6])[c:7]2[cH:8][cH:9][c:10]([O:11][c:12]3[cH:13][c:14]([C:15](=[O:16])[NH:17][c:18]4[n:19][n:20]([C:23]([O:24][C:25]([CH3:26])([CH3:27])[CH3:28])=[O:29])[cH:21][cH:22]4)[cH:30][c:31]([O:33][CH:34]4[C:35](=[O:40])[N:36]([CH3:39])[CH2:37][CH2:38]4)[cH:32]3)[cH:41][cH:42]2)[CH2:2][CH2:3][CH2:4]1>>[N:1]1([C:5](=[O:6])[c:7]2[cH:8][cH:9][c:10]([O:11][c:12]3[cH:13][c:14]([C:15](=[O:16])[NH:17][c:18]4[n:19][nH:20][cH:21][cH:22]4)[cH:30][c:31]([O:33][CH:34]4[C:35](=[O:40])[N:36]([CH3:39])[CH2:37][CH2:38]4)[cH:32]3)[cH:41][cH:42]2)[CH2:2][CH2:3][CH2:4]1. Reactants: ClC1=CC(=CC=C1)C(=O)OO (m-Chloroperbenzoic acid), CC(=O)SCCSC (2-(methylcarbonylthio)-1-(methylthio)ethane). The solvent is C(Cl)Cl (methylene chloride). Reaction conditions: time 2 hour. The product is CC(=O)SCCS(=O)C (2-(Methylcarbonylthio)-1-(methylsulfinyl)ethane). Yield: 38.0%. As a reaction SMILES: ClC1C=CC=C(C(OO)=[O:9])C=1.[CH3:12][C:13]([S:15][CH2:16][CH2:17][S:18][CH3:19])=[O:14]>C(Cl)Cl>[CH3:12][C:13]([S:15][CH2:16][CH2:17][S:18]([CH3:19])=[O:9])=[O:14]. Reported procedure: m-Chloroperbenzoic acid (2.03 g., 0.01 mole, 85% pure) was added to a solution of 1.5 g (0.01 mole) 2-(methylcarbonylthio)-1-(methylthio)ethane in 40 ml. methylene chloride cooled to -10° C. After stirring at -10° for 2 hr., the solution was washed with two 30 ml. portions of saturated aqueous sodium bicarbonate solution, 30 ml. water and 30 ml. saturated aqueous saturated sodium chloride solution, dried with anhydrous sodium sulfate and concentrated in vacuo. The crude product was purified by c...